Dataset: the Open Reaction Database (ORD), a public repository of structured organic reaction records. Task: describe an organic reaction: reactants, conditions, products, and yield Reactants: NC1=CC(N(C(N1C)=O)C)=O (6-amino-1,3-dimethyl-1H-pyrimidine-2,4-dione), N(=O)[O-].[Na+] (sodium nitrite). The solvent is O (water). Reaction conditions: temperature 80 celsius, time 1 hour. Product: NC1=C(C(N(C(N1C)=O)C)=O)N=O (6-amino-1,3-dimethyl-5-nitroso-1H-pyrimidine-2,4-dione). RXN SMILES: [NH2:1][C:2]1[N:7]([CH3:8])[C:6](=[O:9])[N:5]([CH3:10])[C:4](=[O:11])[CH:3]=1.[N:12]([O-])=[O:13].[Na+]>O>[NH2:1][C:2]1[N:7]([CH3:8])[C:6](=[O:9])[N:5]([CH3:10])[C:4](=[O:11])[C:3]=1[N:12]=[O:13] |f:1.2|. Procedure: Commercially available 6-amino-1,3-dimethyl-1H-pyrimidine-2,4-dione (10 mmol) was dissolved in 1:1 water/glacial acetic acid (50 mL total volume) at 80° C. and sodium nitrite (20 mmol) added in portions. After the addition was complete the reaction mixture was stirred at 80° C. for 1 hr. Cooled in ice for 30 mins then filtered and washed with water. The precipitate was dried in vacuo to give crude 6-amino-1,3-dimethyl-5-nitroso-1H-pyrimidine-2,4-dione as a red-violet colored solid which was of s... Reactants: COC=1C=C(C=CC1)N1CC(CC1)C1=C(C=CC=C1)N (2-[1-(3-methoxyphenyl)pyrrolidin-3-yl]phenylamine), Cl.N1(CCCCCC1)CCOC1=CC=C(C(=O)O)C=C1 (4-(2-azepan-1-ylethoxy)benzoic acid hydrochloride), N1(CCCCCC1)CCOC1=CC=C(CNC2=C(C=CC=C2)C2CN(CC2)C2=CC(=CC=C2)OC)C=C1 ([4-(2-azepan-1-ylethoxy)benzyl]{2-[1-(3-methoxyphenyl)pyrrolidin-3-yl]phenyl}amine). Yields the product N1(CCCCCC1)CCOC1=CC=C(CN(C2=C(C=CC=C2)C2CN(CC2)C2=CC(=CC=C2)OC)CC)C=C1 ([4-(2-azepan-1-ylethoxy)benzyl]ethyl{2-[1-(3-methoxyphenyl) pyrrolidin-3-yl]phenyl}amine). RXN SMILES: COC1C=C(N2CCC(C3C=CC=CC=3N)C2)C=CC=1.Cl.[N:22]1([CH2:29][CH2:30][O:31][C:32]2[CH:40]=[CH:39][C:35]([C:36](O)=O)=[CH:34][CH:33]=2)[CH2:28][CH2:27][CH2:26][CH2:25][CH2:24][CH2:23]1.N1(CCOC2C=C[C:54]([CH2:55][NH:56][C:57]3[CH:62]=[CH:61][CH:60]=[CH:59][C:58]=3[CH:63]3[CH2:67][CH2:66][N:65]([C:68]4[CH:73]=[CH:72][CH:71]=[C:70]([O:74][CH3:75])[CH:69]=4)[CH2:64]3)=CC=2)CCCCCC1>>[N:22]1([CH2:29][CH2:30][O:31][C:32]2[CH:40]=[CH:39][C:35]([CH2:36][N:56]([CH2:55][CH3:54])[C:57]3[CH:62]=[CH:61][CH:60]=[CH:59][C:58]=3[CH:63]3[CH2:67][CH2:66][N:65]([C:68]4[CH:73]=[CH:72][CH:71]=[C:70]([O:74][CH3:75])[CH:69]=4)[CH2:64]3)=[CH:34][CH:33]=2)[CH2:28][CH2:27][CH2:26][CH2:25][CH2:24][CH2:23]1 |f:1.2|. Procedure: Synthesized from 2-[1-(3-methoxyphenyl)pyrrolidin-3-yl]phenylamine and 4-(2-azepan-1-ylethoxy)benzoic acid hydrochloride according to an analogous synthetic method to Example 152, [4-(2-azepan-1-ylethoxy)benzyl]{2-[1-(3-methoxyphenyl)pyrrolidin-3-yl]phenyl}amine (180 mg) was used according to an analogous synthetic method to Example 36 to provide [4-(2-azepan-1-ylethoxy)benzyl]ethyl{2-[1-(3-methoxyphenyl) pyrrolidin-3-yl]phenyl}amine (153 mg). The total amount of this compound was used according... Reactants: BrBr (bromine), ClC=1C=C(C=CC1OC)C=1NC=C(N1)C(F)(F)F (2-(3-Chloro-4-methoxyphenyl)-4-(trifluoromethyl)imidazole), C(=O)(O)[O-].[Na+] (NaHCO3). Solvent: C(Cl)(Cl)Cl (CHCl3), C(Cl)(Cl)Cl (CHCl3). Run at time 3 day. Product: BrC1=C(N=C(N1)C1=CC(=C(C=C1)OC)Cl)C(F)(F)F (5-Bromo-2-(3-chloro-4-methoxyphenyl)-4-trifluoromethylimidazole). Yield: 68.8%. RXN SMILES: [Cl:1][C:2]1[CH:3]=[C:4]([C:10]2[NH:11][CH:12]=[C:13]([C:15]([F:18])([F:17])[F:16])[N:14]=2)[CH:5]=[CH:6][C:7]=1[O:8][CH3:9].[Br:19]Br.C([O-])(O)=O.[Na+]>C(Cl)(Cl)Cl>[Br:19][C:12]1[NH:11][C:10]([C:4]2[CH:5]=[CH:6][C:7]([O:8][CH3:9])=[C:2]([Cl:1])[CH:3]=2)=[N:14][C:13]=1[C:15]([F:16])([F:17])[F:18] |f:2.3|. Reported procedure: To a suspension of 55 (2.56 g, 0.0092 mol) in CHCl3 (75 ml) was added dropwise with stirring a solution of bromine (1.55 g, 0.0096 mol) in CHCl3 (75 ml). After stirring for 3 days, saturated NaHCO3 was added, the layers separated and the aqueous layer extracted with CHCl3 (2×). The organic extracts were dried, filtered and concentrated to dryness. The residue was chromatographed on silica gel and the product eluted with 1.5% CH3OH--CHCl3 to yield 2.25 g (69%) of 56, m.p. 228.30° C. (CHCl3).